The task is: describe an organic reaction: reactants, conditions, products, and yield. This data is from the Open Reaction Database (ORD), a public repository of structured organic reaction records. Reactants: ice water, Cl (HCl), product, stannous chloride, [N+](=O)([O-])C1=CC2=C(C(C3=C1C=CC=C3)=O)C=CC=C2 (10-nitro-5H-dibenzo[a,d]cyclohepten-5-one), Cl.NO (hydroxylamine hydrochloride). The solvent is N1=CC=CC=C1 (pyridine), N1=CC=CC=C1 (pyridine). Yields the product N(O)=C1C2=C(C(CC3=C1C=CC=C3)=NO)C=CC=C2 (5,10-dioximino-10,11-dihydro-5H-dibenzo[a,d]cycloheptene). RXN SMILES: [N+:1]([C:4]1[C:10]2[CH:11]=[CH:12][CH:13]=[CH:14][C:9]=2[C:8](=O)[C:7]2[CH:16]=[CH:17][CH:18]=[CH:19][C:6]=2[CH:5]=1)([O-])=[O:2].Cl.[NH2:21][OH:22].Cl>N1C=CC=CC=1>[N:21](=[C:8]1[C:7]2[CH:16]=[CH:17][CH:18]=[CH:19][C:6]=2[CH2:5][C:4](=[N:1][OH:2])[C:10]2[CH:11]=[CH:12][CH:13]=[CH:14][C:9]1=2)[OH:22] |f:1.2|. Procedure details: A mixture of 50.00 g of the product mixture from the stannous chloride reduction of 10-nitro-5H-dibenzo[a,d]cyclohepten-5-one and 62.61 g (0.901 mol) of hydroxylamine hydrochloride in 500 ml of pyridine was refluxed for 6 hr, poured into 3000 ml of ice water and 100 ml of conc. HCl, and extracted with CH2Cl2. The extracts were washed with brine, dried, treated with activated charcoal, filtered, and concentrated in vacuo to give a solid suspended in pyridine. The solid was removed by filtration a...